Task: describe an organic reaction: reactants, conditions, products, and yield. Dataset: the Open Reaction Database (ORD), a public repository of structured organic reaction records Reactants: [BH3-]C#N, CC12CCC3C(CCC4CCCCC43C)C1CCC2N, CC(=O)O, CO, O=Cc1ccccc1, [Na+], C1CCOC1. Product: CC12CCCCC1CCC1C2CCC2(C)C(NCc3ccccc3)CCC12. As a reaction SMILES: [C:25]([BH3-:26])#[N:27].[CH3:1][C:2]12[CH:3]([NH2:20])[CH2:4][CH2:5][CH:6]1[CH:7]1[CH2:8][CH2:9][CH:10]3[CH2:11][CH2:12][CH2:13][CH2:14][C:15]3([CH3:16])[CH:17]1[CH2:18][CH2:19]2.[CH3:21][C:22](=[O:23])[OH:24].[CH3:37][OH:38].[CH:29](=[O:30])[c:31]1[cH:32][cH:33][cH:34][cH:35][cH:36]1.[Na+:28].[O:39]1[CH2:40][CH2:41][CH2:42][CH2:43]1>>[CH3:1][C:2]12[CH:3]([NH:20][CH2:29][c:31]3[cH:32][cH:33][cH:34][cH:35][cH:36]3)[CH2:4][CH2:5][CH:6]1[CH:7]1[CH2:8][CH2:9][CH:10]3[CH2:11][CH2:12][CH2:13][CH2:14][C:15]3([CH3:16])[CH:17]1[CH2:18][CH2:19]2.